Dataset: the Open Reaction Database (ORD), a public repository of structured organic reaction records. Task: describe an organic reaction: reactants, conditions, products, and yield Procedure: The title compound, light brown solid (79 mg, 87%), MS (ISP) m/z=365.5 [(M+H)+], mp 253° C., was prepared in accordance with the general method of example 1 from 6-bromo-8-chloro-10-methyl-3,4-dihydro-2H-pyrazino[1,2-a]indol-1-one (intermediate 12) (78.4 mg, 0.25 mmol) and commercially available 3,4,5-trifluoro-phenylboronic acid (57.2 mg, 0.325 mmol). Yields the product ClC1=CC=2C(=C3N(C2C(=C1)C1=CC(=C(C(=C1)F)F)F)CCNC3=O)C (8-Chloro-10-methyl-6-(3,4,5-trifluoro-phenyl)-3,4-dihydro-2H-pyrazino[1,2-a]indol-1-one). Reactants: solid, BrC1=CC(=CC=2C(=C3N(C12)CCNC3=O)C)Cl (6-bromo-8-chloro-10-methyl-3,4-dihydro-2H-pyrazino[1,2-a]indol-1-one), BrC1=CC(=CC=2C(=C3N(C12)CCNC3=O)C)Cl (6-bromo-8-chloro-10-methyl-3,4-dihydro-2H-pyrazino[1,2-a]indol-1-one), FC=1C=C(C=C(C1F)F)B(O)O (3,4,5-trifluoro-phenylboronic acid). RXN SMILES: Br[C:2]1[C:10]2[N:9]3[CH2:11][CH2:12][NH:13][C:14](=[O:15])[C:8]3=[C:7]([CH3:16])[C:6]=2[CH:5]=[C:4]([Cl:17])[CH:3]=1.[F:18][C:19]1[CH:20]=[C:21](B(O)O)[CH:22]=[C:23]([F:26])[C:24]=1[F:25]>>[Cl:17][C:4]1[CH:3]=[C:2]([C:21]2[CH:20]=[C:19]([F:18])[C:24]([F:25])=[C:23]([F:26])[CH:22]=2)[C:10]2[N:9]3[CH2:11][CH2:12][NH:13][C:14](=[O:15])[C:8]3=[C:7]([CH3:16])[C:6]=2[CH:5]=1. The reactants are [Al+3], NC(=O)C1CCc2[nH]c3ccc(OC(F)(F)F)cc3c2C1, [H-], [H-], [H-], [H-], [Li+], C1CCOC1. The product is NCC1CCc2[nH]c3ccc(OC(F)(F)F)cc3c2C1. Reaction SMILES: [Al+3:23].[F:1][C:2]([O:3][c:4]1[cH:5][c:6]2[c:7]3[c:12]([nH:13][c:14]2[cH:15][cH:16]1)[CH2:11][CH2:10][CH:9]([C:17](=[O:18])[NH2:19])[CH2:8]3)([F:20])[F:21].[H-:22].[H-:25].[H-:26].[H-:27].[Li+:24].[O:28]1[CH2:29][CH2:30][CH2:31][CH2:32]1>>[F:1][C:2]([O:3][c:4]1[cH:5][c:6]2[c:7]3[c:12]([nH:13][c:14]2[cH:15][cH:16]1)[CH2:11][CH2:10][CH:9]([CH2:17][NH2:19])[CH2:8]3)([F:20])[F:21]. Reactants: CC1(OC[C@H](O1)COC1=CC=C(C=C1)CCCO)C (3-[4-((R)-2,2-dimethyl-[1,3]dioxolan-4-ylmethoxy)-phenyl]-propan-1-ol), TEA, CS(=O)(=O)Cl (methanesulfonyl chloride). The solvent is CCOCC (ether). Reaction conditions: temperature 0 celsius, time 3 hour. Yields the product CC1(OC[C@H](O1)COC1=CC=C(C=C1)CCCOS(=O)(=O)C)C (Methanesulfonic acid 3-[4-((R)-2,2-dimethyl[1,3]dioxolan-4-ylmethoxy)-phenyl]-propylester). RXN SMILES: [CH3:1][C:2]1([CH3:19])[O:6][C@H:5]([CH2:7][O:8][C:9]2[CH:14]=[CH:13][C:12]([CH2:15][CH2:16][CH2:17][OH:18])=[CH:11][CH:10]=2)[CH2:4][O:3]1.[CH3:20][S:21](Cl)(=[O:23])=[O:22]>CCOCC>[CH3:1][C:2]1([CH3:19])[O:6][C@H:5]([CH2:7][O:8][C:9]2[CH:14]=[CH:13][C:12]([CH2:15][CH2:16][CH2:17][O:18][S:21]([CH3:20])(=[O:23])=[O:22])=[CH:11][CH:10]=2)[CH2:4][O:3]1. Procedure details: To (3-[4-((R)-2,2-dimethyl-[1,3]dioxolan-4-ylmethoxy)-phenyl]-propan-1-ol (12.2 g, 46 mmol) in dry ether (150 ml) is added TEA (12.8 ml, 92 mmol). The mixture is cooled to 0° C. and treated dropwise with methanesulfonyl chloride (5.3 ml, 69 mmol). The reaction mixture is allowed to warm to room temperature and then stirring continued for 3 hours. The resulting mixture is washed with water (2×100 ml), saturated aqueous sodium hydrogencarbonate, brine, dried (MgSO4) and concentrated in vacuo to gi... Starting materials: CCOC(C)=O, COc1c(C)cc([N+](=O)[O-])c(C)c1C. Product: COc1c(C)cc(N)c(C)c1C. Reaction SMILES: [CH2:15]([O:16][C:17](=[O:18])[CH3:19])[CH3:20].[CH3:1][O:2][c:3]1[c:4]([CH3:14])[cH:5][c:6]([N+:11]([O-:12])=[O:13])[c:7]([CH3:10])[c:8]1[CH3:9]>>[CH3:1][O:2][c:3]1[c:4]([CH3:14])[cH:5][c:6]([NH2:11])[c:7]([CH3:10])[c:8]1[CH3:9]. The reactants are CN1C(=NC=C1)COC=1C=C(C=C2C=C(NC12)C(=O)O)OC1=CC=C(C=C1)S(=O)(=O)C (7-[(1-methyl-1H-imidazol-2-yl)methoxy]-5-[4-(methylsulfonyl)phenoxy]-1H-indole-2-carboxylic acid), Cl.CN(CCCN=C=NCC)C (3-(dimethylamino)propyl-3-ethylcarbodiimide hydrochloride), [NH4+].ON1N=NC2=C1C=CC=C2 (1-hydroxybenzotriazole ammonium salt), CN(C=O)C (N,N-dimethylformamide). Run in O (Water). Reaction conditions: time 14 hour. Product: CN1C(=NC=C1)COC=1C=C(C=C2C=C(NC12)C(=O)N)OC1=CC=C(C=C1)S(=O)(=O)C (7-[(1-Methyl-1H-imidazol-2-yl)methoxy]-5-[4-(methylsulfonyl)phenoxy]-1H-indole-2-carboxamide). The yield is 68.2%. As a reaction SMILES: [CH3:1][N:2]1[CH:6]=[CH:5][N:4]=[C:3]1[CH2:7][O:8][C:9]1[CH:10]=[C:11]([O:21][C:22]2[CH:27]=[CH:26][C:25]([S:28]([CH3:31])(=[O:30])=[O:29])=[CH:24][CH:23]=2)[CH:12]=[C:13]2[C:17]=1[NH:16][C:15]([C:18](O)=[O:19])=[CH:14]2.Cl.C[N:34](C)CCCN=C=NCC.[NH4+].ON1C2C=CC=CC=2N=N1.CN(C)C=O>O>[CH3:1][N:2]1[CH:6]=[CH:5][N:4]=[C:3]1[CH2:7][O:8][C:9]1[CH:10]=[C:11]([O:21][C:22]2[CH:27]=[CH:26][C:25]([S:28]([CH3:31])(=[O:29])=[O:30])=[CH:24][CH:23]=2)[CH:12]=[C:13]2[C:17]=1[NH:16][C:15]([C:18]([NH2:34])=[O:19])=[CH:14]2 |f:1.2,3.4|. Procedure: A mixture of 7-[(1-methyl-1H-imidazol-2-yl)methoxy]-5-[4-(methylsulfonyl)phenoxy]-1H-indole-2-carboxylic acid (940 mg), 1-[3-(dimethylamino)propyl-3-ethylcarbodiimide hydrochloride (817 mg), 1-hydroxybenzotriazole ammonium salt (648 mg) and N,N-dimethylformamide (20 mL) was stirred at room temperature for 14 hr. Water was added to the reaction solution, and the mixture was subjected to extraction with ethyl acetate. The organic layer was washed with saturated brine, dried over magnesium sulfate,...